From a dataset of the Open Reaction Database (ORD), a public repository of structured organic reaction records. describe an organic reaction: reactants, conditions, products, and yield Starting materials: C(=O)(O)[O-].[Na+] (NaHCO3), CS(=O)(=O)C=1C(=CC(=C(C(=O)OC)C1)C)NC1=CC(=CC=C1)S(F)(F)(F)(F)F (methyl 5-methanesulfonyl-2-methyl-4-(3-pentafluorosulfanyl-phenylamino)benzoate), CI (CH3I), [H-].[Na+] (NaH). Solvent: CN(C)C=O (DMF). Reaction conditions: time 15 minute. The product is CS(=O)(=O)C=1C(=CC(=C(C(=O)OC)C1)C)N(C1=CC(=CC=C1)S(F)(F)(F)(F)F)C (Methyl 5-methanesulfonyl-2-methyl-4-[methyl-(3-pentafluorosulfanylphenyl)-amino]benzoate). As a reaction SMILES: [CH3:1][S:2]([C:5]1[C:6]([NH:16][C:17]2[CH:22]=[CH:21][CH:20]=[C:19]([S:23]([F:28])([F:27])([F:26])([F:25])[F:24])[CH:18]=2)=[CH:7][C:8]([CH3:15])=[C:9]([CH:14]=1)[C:10]([O:12][CH3:13])=[O:11])(=[O:4])=[O:3].[H-].[Na+].CI.[C:33]([O-])(O)=O.[Na+]>CN(C=O)C>[CH3:1][S:2]([C:5]1[C:6]([N:16]([CH3:33])[C:17]2[CH:22]=[CH:21][CH:20]=[C:19]([S:23]([F:27])([F:26])([F:28])([F:24])[F:25])[CH:18]=2)=[CH:7][C:8]([CH3:15])=[C:9]([CH:14]=1)[C:10]([O:12][CH3:13])=[O:11])(=[O:4])=[O:3] |f:1.2,4.5|. Procedure details: 150 mg of methyl 5-methanesulfonyl-2-methyl-4-(3-pentafluorosulfanyl-phenylamino)benzoate (example 5 c) were dissolved in 2 ml of DMF (anhydrous), 13.5 mg of NaH were added, and the mixture was stirred at RT for 15 minutes. Then 15 μl of CH3I were injected and the mixture was left to stand at RT for 18 h. The reaction mixture was then poured into 10 ml of a saturated aqueous NaHCO3 solution and extracted with 40 ml of EA. The organic phase was subsequently washed with 10 ml of water. Drying over...